Dataset: the Open Reaction Database (ORD), a public repository of structured organic reaction records. Task: describe an organic reaction: reactants, conditions, products, and yield Starting materials: CC1=CN=C(S1)N (5-Methylthiazol-2-amine), C(C)(C)N(CC)C(C)C (diisopropylethylamine), C(=O)(Cl)Cl (Phosgene), C1(=CC=CC=C1)C (toluene), Cl.F[C@H]1CNCC1 ((R)-3-fluoropyrrolidine hydrochloride). The solvent is ClCCl (dichloromethane). Conditions: temperature -45 celsius, time 30 minute. Product: hexanes dichloromethane, F[C@H]1CN(CC1)C(=O)NC=1SC(=CN1)C ((3R)-3-fluoro-N-(5-methyl-1,3-thiazol-2-yl)pyrrolidine-1-carboxamide). As a reaction SMILES: [CH3:1][C:2]1[S:6][C:5]([NH2:7])=[N:4][CH:3]=1.[C:8](Cl)(Cl)=[O:9].C1(C)C=CC=CC=1.C(N(C(C)C)CC)(C)C.Cl.[F:29][C@@H:30]1[CH2:34][CH2:33][NH:32][CH2:31]1>ClCCl>[F:29][C@@H:30]1[CH2:34][CH2:33][N:32]([C:8]([NH:7][C:5]2[S:6][C:2]([CH3:1])=[CH:3][N:4]=2)=[O:9])[CH2:31]1 |f:4.5|. Reported procedure: 5-Methylthiazol-2-amine (2.28 g, 20.0 mmol) was dissolved into dichloromethane (200 mL) and cooled to near −50° C. 20% Phosgene in toluene (12.6 mL, 24 mmol) was added rapidly over less than 30 seconds and stirred for 10 minutes more at −45° C. before the addition of diisopropylethylamine (17.4 mL, 100 mmol). The mixture was stirred for another 30 minutes near −45° C., (R)-3-fluoropyrrolidine hydrochloride (5.02 g, 40 mmol) was added, and after five minutes the cold bath was removed and the reac... Reactants: COC1=C(C(=CC(=C1)OC)OC)N=C=O (2,4,6-trimethoxyphenyl isocyanate), Cl (HCl), C(C)(C)NC(C)C (diisopropylamine), solution, C(CCC)[Li] (n-butyl lithium), C1(=CC=CC=C1)CC(=O)OCC (phenylacetic acid, ethyl ester). Solvent: C1CCOC1 (THF), C1CCOC1 (THF), hexanes, C1CCOC1 (THF). Run at temperature -78 celsius, time 2 minute. Yields the product C(C)OC(C(C1=CC=CC=C1)C(=O)NC1=C(C=C(C=C1OC)OC)OC)=O (α-[[(2,4,6-trimethoxyphenyl)amino]carbonyl]benzene acetic acid ethyl ester). RXN SMILES: C(NC(C)C)(C)C.C([Li])CCC.[C:13]1([CH2:19][C:20]([O:22][CH2:23][CH3:24])=[O:21])[CH:18]=[CH:17][CH:16]=[CH:15][CH:14]=1.[CH3:25][O:26][C:27]1[CH:32]=[C:31]([O:33][CH3:34])[CH:30]=[C:29]([O:35][CH3:36])[C:28]=1[N:37]=[C:38]=[O:39].Cl>C1COCC1>[CH2:23]([O:22][C:20](=[O:21])[CH:19]([C:38]([NH:37][C:28]1[C:29]([O:35][CH3:36])=[CH:30][C:31]([O:33][CH3:34])=[CH:32][C:27]=1[O:26][CH3:25])=[O:39])[C:13]1[CH:18]=[CH:17][CH:16]=[CH:15][CH:14]=1)[CH3:24]. Reported procedure: To a stirred, room temperature solution of diisopropylamine (43.4 mL, 0.310 mol) in dry THF (1.2 L) was added a 2.5M solution (124 mL, 0.31 mol) of n-butyl lithium in hexanes in one portion, and the mixture was cooled to -78° C. To the solution was added under nitrogen a solution of phenylacetic acid, ethyl ester (50.8 g, 0.309 mol) in THF (500 mL) over 15 minutes. Stirred 2 minutes. To the mixture was added a solution of 2,4,6-trimethoxyphenyl isocyanate (64.9 g, 0.310 mol) in THF (500 mL) over... The reactants are O=C([O-])[O-], CN(C)C=O, CC1CN(C(=O)CCl)C(C)CN1Cc1ccc(F)cc1, NS(=O)(=O)Cc1cc(Cl)ccc1O, [I-], [K+], [K+], [K+], O. Product: CC1CN(C(=O)COc2ccc(Cl)cc2CS(N)(=O)=O)C(C)CN1Cc1ccc(F)cc1. RXN SMILES: [C:34](=[O:35])([O-:36])[O-:37].[CH3:42][N:43]([CH3:44])[CH:45]=[O:46].[Cl:1][CH2:2][C:3](=[O:4])[N:5]1[CH:6]([CH3:20])[CH2:7][N:8]([CH2:12][c:13]2[cH:14][cH:15][c:16]([F:19])[cH:17][cH:18]2)[CH:9]([CH3:11])[CH2:10]1.[Cl:21][c:22]1[cH:23][cH:24][c:25]([OH:33])[c:26]([CH2:28][S:29](=[O:30])(=[O:31])[NH2:32])[cH:27]1.[I-:41].[K+:38].[K+:39].[K+:40].[OH2:47]>>[CH2:2]([C:3](=[O:4])[N:5]1[CH:6]([CH3:20])[CH2:7][N:8]([CH2:12][c:13]2[cH:14][cH:15][c:16]([F:19])[cH:17][cH:18]2)[CH:9]([CH3:11])[CH2:10]1)[O:33][c:25]1[cH:24][cH:23][c:22]([Cl:21])[cH:27][c:26]1[CH2:28][S:29](=[O:30])(=[O:31])[NH2:32]. Reactants: 50, C(CCCCCCCCCCC)C1=C(C2=CC=CC=C2C=C1)O (2-n-dodecyl-1-naphthol), C(C)(=O)O (acetic acid), [N+](=O)(O)[O-] (nitric acid). Run in O (water). Run at time 1 hour. Product: 56, C(CCCCCCCCCCC)C1=C(C2=CC=CC=C2C(=C1)[N+](=O)[O-])O (2-n-dodecyl-4-nitro-1-naphthol). Reaction SMILES: [CH2:1]([C:13]1[CH:22]=[CH:21][C:20]2[C:15](=[CH:16][CH:17]=[CH:18][CH:19]=2)[C:14]=1[OH:23])[CH2:2][CH2:3][CH2:4][CH2:5][CH2:6][CH2:7][CH2:8][CH2:9][CH2:10][CH2:11][CH3:12].C(O)(=O)C.[N+:28]([O-])([OH:30])=[O:29]>O>[CH2:1]([C:13]1[CH:22]=[C:21]([N+:28]([O-:30])=[O:29])[C:20]2[C:15](=[CH:16][CH:17]=[CH:18][CH:19]=2)[C:14]=1[OH:23])[CH2:2][CH2:3][CH2:4][CH2:5][CH2:6][CH2:7][CH2:8][CH2:9][CH2:10][CH2:11][CH3:12]. Procedure: To a solution of 50 parts of 2-n-dodecyl-1-naphthol in 500 parts of glacial acetic acid was added 28 parts of nitric acid (specific gravity 1.4). The solution was stirred at ambient temperature for 1 hour and then poured into 2000 parts of water. The resulting mixture was extracted with 1400 parts of ether. The ether layer was separated; washed once with water (2000 parts), twice with 10% aqueous sodium bicarbonate solution (2000 parts), and finally with water (2000 parts). The ether solution wa... The reactants are FC=1C=C2C(=C(/C(/C2=CC1)=C/C1=CC=C(C=C1)S(=O)(=O)C)C)CC(=O)O ((Z)-5-Fluoro-2-methyl-1-(p-methylsulfonylbenzylidene)-3-indenylacetic acid), C(C(=O)Cl)(=O)Cl (Oxalylchloride). The solvent is ClCCl (dichloromethane). Yields the product FC=1C=C2C(=C(/C(/C2=CC1)=C/C1=CC=C(C=C1)S(=O)(=O)C)C)CC(=O)Cl ((Z)-5-Fluoro-2-methyl-1-(p-methylsulfonylbenzylidene)-3-indenylacetyl chloride). As a reaction SMILES: [F:1][C:2]1[CH:3]=[C:4]2[C:8](=[CH:9][CH:10]=1)/[C:7](=[CH:11]\[C:12]1[CH:17]=[CH:16][C:15]([S:18]([CH3:21])(=[O:20])=[O:19])=[CH:14][CH:13]=1)/[C:6]([CH3:22])=[C:5]2[CH2:23][C:24]([OH:26])=O.C(Cl)(=O)C([Cl:30])=O>ClCCl>[F:1][C:2]1[CH:3]=[C:4]2[C:8](=[CH:9][CH:10]=1)/[C:7](=[CH:11]\[C:12]1[CH:17]=[CH:16][C:15]([S:18]([CH3:21])(=[O:20])=[O:19])=[CH:14][CH:13]=1)/[C:6]([CH3:22])=[C:5]2[CH2:23][C:24]([Cl:30])=[O:26]. Procedure details: (Z)-5-Fluoro-2-methyl-1-(p-methylsulfonylbenzylidene)-3-indenylacetic acid (20 g, 53.70 mmol) was suspended in dichloromethane (400 mL). Oxalylchloride (2M in CH2Cl2; 35 mL; 70 mmol) was added at room temperature. The reaction mixture was refluxed (24 h), and was evaporated to yield the title compound, which was used as such in the next step.